This data is from the Open Reaction Database (ORD), a public repository of structured organic reaction records. The task is: describe an organic reaction: reactants, conditions, products, and yield Starting materials: Cc1ccc(NC(=O)C(C)(C)C)c(B(O)O)c1, Brc1cccc(Br)n1, O=C([O-])O, COCCOC, CCOC(C)=O, [Cl-], [Cl-], [Na+], O, [Pd+2], c1ccc(P(c2ccccc2)c2ccccc2)cc1, c1ccc(P(c2ccccc2)c2ccccc2)cc1. Product: Cc1ccc(NC(=O)C(C)(C)C)c(-c2cccc(Br)n2)c1. As a reaction SMILES: [B:15]([OH:16])([OH:17])[c:18]1[c:19]([NH:25][C:26]([C:27]([CH3:28])([CH3:29])[CH3:30])=[O:31])[cH:20][cH:21][c:22]([CH3:24])[cH:23]1.[Br:1][c:2]1[n:3][c:4]([Br:8])[cH:5][cH:6][cH:7]1.[C:32](=[O:33])([OH:34])[O-:35].[CH2:9]([CH2:10][O:11][CH3:12])[O:13][CH3:14].[CH3:38][CH2:39][O:40][C:41](=[O:42])[CH3:43].[Cl-:44].[Cl-:45].[Na+:36].[OH2:37].[Pd+2:84].[c:46]1([P:47]([c:48]2[cH:49][cH:50][cH:51][cH:52][cH:53]2)[c:54]2[cH:55][cH:56][cH:57][cH:58][cH:59]2)[cH:60][cH:61][cH:62][cH:63][cH:64]1.[c:65]1([P:66]([c:67]2[cH:68][cH:69][cH:70][cH:71][cH:72]2)[c:73]2[cH:74][cH:75][cH:76][cH:77][cH:78]2)[cH:79][cH:80][cH:81][cH:82][cH:83]1>>[c:2]1(-[c:18]2[c:19]([NH:25][C:26]([C:27]([CH3:28])([CH3:29])[CH3:30])=[O:31])[cH:20][cH:21][c:22]([CH3:24])[cH:23]2)[n:3][c:4]([Br:8])[cH:5][cH:6][cH:7]1. Starting materials: Cc1cc(Nc2nccc(C(F)(F)F)n2)cc(-c2cnc(C3(O)CCNCC3)s2)c1, CN=C=O, CCN(C(C)C)C(C)C, ClCCl. Product: CNC(=O)N1CCC(O)(c2ncc(-c3cc(C)cc(Nc4nccc(C(F)(F)F)n4)c3)s2)CC1. RXN SMILES: [CH3:1][c:2]1[cH:3][c:4](-[c:19]2[cH:20][n:21][c:22]([C:24]3([OH:30])[CH2:25][CH2:26][NH:27][CH2:28][CH2:29]3)[s:23]2)[cH:5][c:6]([NH:8][c:9]2[n:10][cH:11][cH:12][c:13]([C:15]([F:16])([F:17])[F:18])[n:14]2)[cH:7]1.[CH3:40][N:41]=[C:42]=[O:43].[CH:31]([N:32]([CH2:33][CH3:34])[CH:35]([CH3:36])[CH3:37])([CH3:38])[CH3:39].[Cl:44][CH2:45][Cl:46]>>[CH3:1][c:2]1[cH:3][c:4](-[c:19]2[cH:20][n:21][c:22]([C:24]3([OH:30])[CH2:25][CH2:26][N:27]([C:42]([NH:41][CH3:40])=[O:43])[CH2:28][CH2:29]3)[s:23]2)[cH:5][c:6]([NH:8][c:9]2[n:10][cH:11][cH:12][c:13]([C:15]([F:16])([F:17])[F:18])[n:14]2)[cH:7]1. Starting materials: NC=1C2=C(N=CN1)N(N=N2)[C@H]2[C@H](O)[C@H](O)[C@H](O2)CO (7-amino-3-β-D-ribofuranosyl-(3H)-1,2,3-triazolo[4,5-d]pyrimidine), C(Cl)Cl.CO (CH2Cl2 MeOH), ( ε ), COC(N(C)C)OC (N,N-dimethylformamide dimethyl acetal), CO (methanol). The solvent is CN(C)C=O (DMF). Conditions: time 2 hour. Yields the product CN(C)C=NC=1C2=C(N=CN1)N(N=N2)[C@H]2[C@H](O)[C@H](O)[C@H](O2)CO (7-{[(Dimethylamino)methylidene]amino}-3-(β-D-ribofuranosyl)-3H-1,2,3-triazolo[4,5-d]pyrimidine). As a reaction SMILES: [NH2:1][C:2]1[C:3]2[N:10]=[N:9][N:8]([C@@H:11]3[O:17][C@H:16]([CH2:18][OH:19])[C@@H:14]([OH:15])[C@H:12]3[OH:13])[C:4]=2[N:5]=[CH:6][N:7]=1.CO[CH:22](OC)[N:23]([CH3:25])[CH3:24].CO.C(Cl)Cl.CO>CN(C=O)C>[CH3:22][N:23]([CH:25]=[N:1][C:2]1[C:3]2[N:10]=[N:9][N:8]([C@@H:11]3[O:17][C@H:16]([CH2:18][OH:19])[C@@H:14]([OH:15])[C@H:12]3[OH:13])[C:4]=2[N:5]=[CH:6][N:7]=1)[CH3:24] |f:3.4|. Procedure details: 100 mg (0.37 mmol) of 7-amino-3-β-D-ribofuranosyl-(3H)-1,2,3-triazolo[4,5-d]pyrimidine are left to stir overnight, at room temperature, in 2 ml of dry DMF and 0.25 ml (1.85 mmol) of N,N-dimethylformamide dimethyl acetal. 4 ml of methanol is then added to this reaction mixture. After having been stirred for a further 2 hours, the mixture is evaporated to dryness, and the residue is coevaporated with toluene and then chromatographed on silica gel. (Column: 3×20 cm, eluent CH2Cl2 /MeOH 98:2-90:10).... Starting materials: C(=O)(C(F)(F)F)O (TFA), C(C)OC(C(CC=1C=NC(=CC1)NC(=O)OC(C)(C)C)CSC(C)=O)=O (2-acetylsulfanylmethyl-3-(6-tert-butoxycarbonylaminopyridin-3-yl)-propionic acid ethyl ester). The solvent is C(Cl)Cl (methylene chloride). Conditions: time 60 minute. Yields the product C(C)OC(C(CC=1C=NC(=CC1)N)CSC(C)=O)=O (2-acetylsulfanylmethyl-3-(6-amino-pyridin-3-yl)-propionic acid ethyl ester). Isolated yield 141.7%. As a reaction SMILES: C(O)(C(F)(F)F)=O.[CH2:8]([O:10][C:11](=[O:33])[CH:12]([CH2:28][S:29][C:30](=[O:32])[CH3:31])[CH2:13][C:14]1[CH:15]=[N:16][C:17]([NH:20]C(OC(C)(C)C)=O)=[CH:18][CH:19]=1)[CH3:9]>C(Cl)Cl>[CH2:8]([O:10][C:11](=[O:33])[CH:12]([CH2:28][S:29][C:30](=[O:32])[CH3:31])[CH2:13][C:14]1[CH:15]=[N:16][C:17]([NH2:20])=[CH:18][CH:19]=1)[CH3:9]. Reported procedure: TFA (0.5 mL) was added to a solution of 2-acetylsulfanylmethyl-3-(6-tert-butoxycarbonylaminopyridin-3-yl)-propionic acid ethyl ester (100 mg, 0.26 mmol) in methylene chloride (2 mL) under argon. The solution was stirred for 60 min and concentrated under reduced pressure to give crude 2-acetylsulfanylmethyl-3-(6-amino-pyridin-3-yl)-propionic acid ethyl ester (104 mg, 100%). Starting materials: C(C)OC(C(C=C(CCF)CP(=O)(O)O)N)=O (2-amino-6-fluoro-4-phosphonomethyl-hex-3-enoic acid ethyl ester). Run in O (water). The product is NC(C(=O)O)C=C(CCF)CP(=O)(O)O (2-amino-6-fluoro-4-phosphonomethyl-hex-3-enoic acid). RXN SMILES: C([O:3][C:4](=[O:17])[CH:5]([NH2:16])[CH:6]=[C:7]([CH2:11][P:12]([OH:15])([OH:14])=[O:13])[CH2:8][CH2:9][F:10])C>O>[NH2:16][CH:5]([CH:6]=[C:7]([CH2:11][P:12]([OH:14])([OH:15])=[O:13])[CH2:8][CH2:9][F:10])[C:4]([OH:17])=[O:3]. Procedure: 0.5 g (1.86 mmol) of 2-amino-6-fluoro-4-phosphonomethyl-hex-3-enoic acid ethyl ester are heated under reflux in 4 ml of water for 17 hours. The reaction mixture is concentrated by evaporation and separated with water on a strongly acidic ion-exchanger (Dowex 50W×8; It⊕ form). 2-amino-6-fluoro-4-phosphonomethyl-hex-3-enoic acid having a melting point of 160°-162° C. (decomp.) is obtained. The reactants are ClC1=NC=C(C(=O)N)C(=C1)NCC=1SC=CC1 (6-chloro-4-(thiophen-2-ylmethylamino)nicotinamide), NC1=CC=C(C=C1)N1CCN(CC1)C(C)=O (1-(4-(4-aminophenyl)piperazin-1-yl)ethanone), C(=O)([O-])[O-].[Cs+].[Cs+] (Cs2CO3), C=1C=CC(=CC1)P(C=2C=CC=CC2)C3=CC=C4C=CC=CC4=C3C5=C6C=CC=CC6=CC=C5P(C=7C=CC=CC7)C=8C=CC=CC8 (BINAP). The reagents and catalysts are CC(=O)[O-].CC(=O)[O-].[Pd+2] (Pd(OAc)2). The solvent is O1CCOCC1 (dioxane). Conditions: time 3 hour. Yields the product C(C)(=O)N1CCN(CC1)C1=CC=C(C=C1)NC1=NC=C(C(=O)N)C(=C1)NCC=1SC=CC1 (6-(4-(4-acetylpiperazin-1-yl)phenylamino)-4-(thiophen-2-ylmethylamino)nicotinamide). Reaction SMILES: Cl[C:2]1[CH:10]=[C:9]([NH:11][CH2:12][C:13]2[S:14][CH:15]=[CH:16][CH:17]=2)[C:5]([C:6]([NH2:8])=[O:7])=[CH:4][N:3]=1.[NH2:18][C:19]1[CH:24]=[CH:23][C:22]([N:25]2[CH2:30][CH2:29][N:28]([C:31](=[O:33])[CH3:32])[CH2:27][CH2:26]2)=[CH:21][CH:20]=1.C([O-])([O-])=O.[Cs+].[Cs+].C1C=CC(P(C2C(C3C(P(C4C=CC=CC=4)C4C=CC=CC=4)=CC=C4C=3C=CC=C4)=C3C(C=CC=C3)=CC=2)C2C=CC=CC=2)=CC=1>O1CCOCC1.CC([O-])=O.CC([O-])=O.[Pd+2]>[C:31]([N:28]1[CH2:27][CH2:26][N:25]([C:22]2[CH:23]=[CH:24][C:19]([NH:18][C:2]3[CH:10]=[C:9]([NH:11][CH2:12][C:13]4[S:14][CH:15]=[CH:16][CH:17]=4)[C:5]([C:6]([NH2:8])=[O:7])=[CH:4][N:3]=3)=[CH:20][CH:21]=2)[CH2:30][CH2:29]1)(=[O:33])[CH3:32] |f:2.3.4,7.8.9|. Reported procedure: A mixture of 6-chloro-4-(thiophen-2-ylmethylamino)nicotinamide (84 mg, 0.314 mmol), 1-(4-(4-aminophenyl)piperazin-1-yl)ethanone (82 mg, 0.374 mmol), Cs2CO3 (200 mg, 0.613 mmol), BINAP (35 mg, 0.056 mmol) and Pd(OAc)2 (25 mg, 0.111 mmol) in dioxane (2 mL) was degassed with Ar, then was stirred at 120 C for 3 h. The mixture was concentrated in vacuo. The residue was purified by HPLC to the titled compound (12 mg). MS 451.4 (M+H); UV 200.0, 244.3 nm; t 0.485 min. Yields the product CC(C)(C)c1ccc(C(CF)Oc2cnn(C(C)(C)C)c(=O)c2Cl)cc1. Reactants: Cc1ccc(S(=O)(=O)OCC(Oc2cnn(C(C)(C)C)c(=O)c2Cl)c2ccc(C(C)(C)C)cc2)cc1, CCCC[N+](CCCC)(CCCC)CCCC, ClCCl, [F-], O. As a reaction SMILES: [C:1]([CH3:2])([CH3:3])([CH3:4])[n:5]1[n:6][cH:7][c:8]([O:13][CH:14]([CH2:15][O:16][S:17]([c:18]2[cH:19][cH:20][c:21]([CH3:22])[cH:23][cH:24]2)(=[O:25])=[O:26])[c:27]2[cH:28][cH:29][c:30]([C:33]([CH3:34])([CH3:35])[CH3:36])[cH:31][cH:32]2)[c:9]([Cl:12])[c:10]1=[O:11].[CH3:38][CH2:39][CH2:40][CH2:41][N+:42]([CH2:43][CH2:44][CH2:45][CH3:46])([CH2:47][CH2:48][CH2:49][CH3:50])[CH2:51][CH2:52][CH2:53][CH3:54].[Cl:55][CH2:56][Cl:57].[F-:37].[OH2:58]>>[C:1]([CH3:2])([CH3:3])([CH3:4])[n:5]1[n:6][cH:7][c:8]([O:13][CH:14]([CH2:15][F:37])[c:27]2[cH:28][cH:29][c:30]([C:33]([CH3:34])([CH3:35])[CH3:36])[cH:31][cH:32]2)[c:9]([Cl:12])[c:10]1=[O:11].